This data is from the Open Reaction Database (ORD), a public repository of structured organic reaction records. The task is: describe an organic reaction: reactants, conditions, products, and yield Reactants: ClC1=CC=C(C(=O)NN)C=C1 (4-Chlorobenzoic acid hydrazide), O (water), S(=O)(=O)(O)O.CNC(S)=N (methylisothiourea sulfate), [OH-].[Na+] (sodium hydroxide). The solvent is CO (methanol). Reaction conditions: temperature 60 celsius, time 4 day. Product: C(N)(=N)NNC(C1=CC=C(C=C1)Cl)=O (4-Chlorobenzoic acid 2-amidinohydrazide). Isolated yield 104.7%. As a reaction SMILES: [Cl:1][C:2]1[CH:11]=[CH:10][C:5]([C:6]([NH:8][NH2:9])=[O:7])=[CH:4][CH:3]=1.S(O)(O)(=O)=O.C[NH:18][C:19](=[NH:21])S.[OH-].[Na+].O>CO>[C:19]([NH:9][NH:8][C:6](=[O:7])[C:5]1[CH:10]=[CH:11][C:2]([Cl:1])=[CH:3][CH:4]=1)(=[NH:18])[NH2:21] |f:1.2,3.4|. Procedure: The synthesis was carried out according to the method of Example 1-(1). 4-Chlorobenzoic acid hydrazide (34.8 g), methylisothiourea sulfate (115.4 g), sodium hydroxide (17.1 g), water (440 ml) and methanol (700 ml) were used as reagents. The mixture was stirred for 4 days at 60° C. to give 45.4 g of a pale-brown solid which was a mixture of a hydrazide compound and the objective compound. Reaction SMILES: [C:1]([CH3:2])([CH3:3])([CH3:4])[O:5][C:6]([c:7]1[cH:8][cH:9][c:10]([NH:13][C:14]([CH2:15][CH2:16][S:17][CH2:18][CH:19]([CH2:20][O:21][C:22]([CH2:23][CH2:24][CH2:25][CH2:26][CH2:27][CH2:28][CH2:29][CH2:30][CH2:31][CH2:32][CH2:33][CH2:34][CH2:35][CH2:36][CH3:37])=[O:38])[O:39][C:40]([CH2:41][CH2:42][CH2:43][CH2:44][CH2:45][CH2:46][CH2:47][CH2:48][CH2:49][CH2:50][CH2:51][CH2:52][CH2:53][CH2:54][CH3:55])=[O:56])=[O:57])[cH:11][cH:12]1)=[O:58].[CH:59]([Cl:60])([Cl:61])[Cl:62]>>[O:5]=[C:6]([c:7]1[cH:8][cH:9][c:10]([NH:13][C:14]([CH2:15][CH2:16][S:17][CH2:18][CH:19]([CH2:20][O:21][C:22]([CH2:23][CH2:24][CH2:25][CH2:26][CH2:27][CH2:28][CH2:29][CH2:30][CH2:31][CH2:32][CH2:33][CH2:34][CH2:35][CH2:36][CH3:37])=[O:38])[O:39][C:40]([CH2:41][CH2:42][CH2:43][CH2:44][CH2:45][CH2:46][CH2:47][CH2:48][CH2:49][CH2:50][CH2:51][CH2:52][CH2:53][CH2:54][CH3:55])=[O:56])=[O:57])[cH:11][cH:12]1)[OH:58]. The reactants are CCCCCCCCCCCCCCCC(=O)OCC(CSCCC(=O)Nc1ccc(C(=O)OC(C)(C)C)cc1)OC(=O)CCCCCCCCCCCCCCC, ClC(Cl)Cl. Product: CCCCCCCCCCCCCCCC(=O)OCC(CSCCC(=O)Nc1ccc(C(=O)O)cc1)OC(=O)CCCCCCCCCCCCCCC.